Dataset: the Open Reaction Database (ORD), a public repository of structured organic reaction records. Task: describe an organic reaction: reactants, conditions, products, and yield Reactants: [Cl-].[Al+3].[Cl-].[Cl-] (aluminum chloride), C(C)(=O)C=1C=CC2=C(C(C(=CO2)C#N)=O)C1 (6-acetyl-4-oxo-4H-1-benzopyran-3-carbonitrile), [N-]=[N+]=[N-].[Na+] (sodium azide). The solvent is O1CCCC1 (tetrahydrofuran). The product is C(C)(=O)C=1C=C2C(C(=COC2=CC1)C1=NN=NN1)=O (6-acetyl-3-(1H-tetrazol-5-yl)-chromone). RXN SMILES: [Cl-].[Al+3].[Cl-].[Cl-].[C:5]([C:8]1[CH:9]=[CH:10][C:11]2[O:16][CH:15]=[C:14]([C:17]#[N:18])[C:13](=[O:19])[C:12]=2[CH:20]=1)(=[O:7])[CH3:6].[N-:21]=[N+:22]=[N-:23].[Na+]>O1CCCC1>[C:5]([C:8]1[CH:20]=[C:12]2[C:11](=[CH:10][CH:9]=1)[O:16][CH:15]=[C:14]([C:17]1[NH:23][N:22]=[N:21][N:18]=1)[C:13]2=[O:19])(=[O:7])[CH3:6] |f:0.1.2.3,5.6|. Reported procedure: To 40 parts by volume of tetrahydrofuran are added under cooling 4.0 parts of anhydrous aluminum chloride, 3.20 parts of 6-acetyl-4-oxo-4H-1-benzopyran-3-carbonitrile and 2.93 parts of sodium azide in the order mentioned and, under stirring, the mixture is refluxed for 30 minutes. After cooled, the reaction mixture is concentrated to dryness. To the residue are added 100 parts by volume of 1N-hydrochloric acid and 3.10 parts of sodium nitrite, and the insoluble material is recovered by filtratio... Reactants: CC(C)C[Al+]CC(C)C, Cl, [H-], C1CCOC1, N#Cc1cnc2[nH]ccc2c1NC1C2CC3CC1CC(O)(C3)C2, Cc1ccccc1. Product: O=Cc1cnc2[nH]ccc2c1NC1C2CC3CC1CC(O)(C3)C2. Reaction SMILES: [CH2:32]([Al+:33][CH2:34][CH:35]([CH3:36])[CH3:37])[CH:38]([CH3:39])[CH3:40].[ClH:41].[H-:31].[O:42]1[CH2:43][CH2:44][CH2:45][CH2:46]1.[OH:1][C:2]12[CH2:3][CH:4]3[CH:5]([NH:12][c:13]4[c:14]5[c:15]([n:16][cH:17][c:18]4[C:19]#[N:20])[nH:21][cH:22][cH:23]5)[CH:6]([CH2:7][CH:8]([CH2:9]1)[CH2:10]3)[CH2:11]2.[c:24]1([CH3:25])[cH:26][cH:27][cH:28][cH:29][cH:30]1>>[OH:1][C:2]12[CH2:3][CH:4]3[CH:5]([NH:12][c:13]4[c:14]5[c:15]([n:16][cH:17][c:18]4[CH:19]=[O:42])[nH:21][cH:22][cH:23]5)[CH:6]([CH2:7][CH:8]([CH2:9]1)[CH2:10]3)[CH2:11]2. Starting materials: CCC(NC(=O)C(F)(F)F)c1ccc(Br)cc1, CO, [Na+], [OH-]. The product is CCC(N)c1ccc(Br)cc1. As a reaction SMILES: [Br:1][c:2]1[cH:3][cH:4][c:5]([CH:8]([CH2:9][CH3:10])[NH:11][C:12](=[O:13])[C:14]([F:15])([F:16])[F:17])[cH:6][cH:7]1.[CH3:20][OH:21].[Na+:19].[OH-:18]>>[Br:1][c:2]1[cH:3][cH:4][c:5]([CH:8]([CH2:9][CH3:10])[NH2:11])[cH:6][cH:7]1. The reactants are Cl.NC=1C=C(C=CC1)N1C(N(CC1)C1=CC=C(C=C1)CCC(=O)OC)=O (1-(3-amino-phenyl)-3-[4-(2-methoxycarbonyl-ethyl)-phenyl]-imidazolidin-2-one hydrochloride), N#CN (cyanamide). Solvent: O1CCOCC1 (dioxane). Product: Cl.N(C(=N)N)C=1C=C(C=CC1)N1C(N(CC1)C1=CC=C(C=C1)CCC(=O)OC)=O (1-(3-Guanidino-phenyl)-3-[4-(2-methoxycarbonyl-ethyl)-phenyl]-imidazolidin-2-one hydrochloride). Reaction SMILES: [ClH:1].[NH2:2][C:3]1[CH:4]=[C:5]([N:9]2[CH2:13][CH2:12][N:11]([C:14]3[CH:19]=[CH:18][C:17]([CH2:20][CH2:21][C:22]([O:24][CH3:25])=[O:23])=[CH:16][CH:15]=3)[C:10]2=[O:26])[CH:6]=[CH:7][CH:8]=1.[N:27]#[C:28][NH2:29]>O1CCOCC1>[ClH:1].[NH:2]([C:3]1[CH:4]=[C:5]([N:9]2[CH2:13][CH2:12][N:11]([C:14]3[CH:15]=[CH:16][C:17]([CH2:20][CH2:21][C:22]([O:24][CH3:25])=[O:23])=[CH:18][CH:19]=3)[C:10]2=[O:26])[CH:6]=[CH:7][CH:8]=1)[C:28]([NH2:29])=[NH:27] |f:0.1,4.5|. Procedure: Prepared from 1-(3-amino-phenyl)-3-[4-(2-methoxycarbonyl-ethyl)-phenyl]-imidazolidin-2-one hydrochloride by refluxing for three hours with cyanamide in dioxane.